Task: describe an organic reaction: reactants, conditions, products, and yield. Dataset: the Open Reaction Database (ORD), a public repository of structured organic reaction records Yields the product CC1=NC(=CC=C1OC1=C(C=C(C=C1)N)F)C (4-(2,6-Dimethyl-pyridin-3-yloxy)-3-fluoro-phenylamine). Starting materials: FC1=C(OC=2C(=NC(=CC2)C)C)C=CC(=C1)[N+](=O)[O-] (3-(2-Fluoro-4-nitro-phenoxy)-2,6-dimethyl-pyridine). Procedure: A solution of intermediate 9 (5.88 g, 22.44 mmol) in ethanol (200 ml) was hydrogenated at room temperature in the presence of palladium 10% on activated carbon (0.58 g) for 3 hours. The solids were filtered off and the filtrate was evaporated till dryness to yield intermediate 10 (5.20 g, >99%) that was used without further purification. Reagents/catalysts: [Pd] (palladium). Yield: 99.8%. Solvent: C(C)O (ethanol). Reaction SMILES: [F:1][C:2]1[CH:16]=[C:15]([N+:17]([O-])=O)[CH:14]=[CH:13][C:3]=1[O:4][C:5]1[C:6]([CH3:12])=[N:7][C:8]([CH3:11])=[CH:9][CH:10]=1>C(O)C.[Pd]>[CH3:12][C:6]1[C:5]([O:4][C:3]2[CH:13]=[CH:14][C:15]([NH2:17])=[CH:16][C:2]=2[F:1])=[CH:10][CH:9]=[C:8]([CH3:11])[N:7]=1. Reactants: O (Water), C(C)OC(=O)C1=C(N=C(S1)N1C=NC2=C1C=C(C(=C2)O)O)C2=CC=CC=C2 (2-(5,6-dihydroxy-benzoimidazol-1-yl)-4-phenyl-thiazole-5-carboxylic acid ethyl ester), COCCBr (bromoethyl methyl ether), C([O-])([O-])=O.[K+].[K+] (potassium carbonate), CN1C(CCC1)=O (N-methylpyrrolidone). Run at temperature 80 celsius, time 4 hour. Yields the product COCCOC1=CC2=C(N(C=N2)C=2SC(=C(N2)C2=CC=CC=C2)C(=O)O)C=C1OCCOC (2-[5,6-Bis-(2-methoxy-ethoxy)-benzoimidazol-1-yl]-4-phenyl-thiazole-5-carboxylic acid). The yield is 17.0%. As a reaction SMILES: C([O:3][C:4]([C:6]1[S:10][C:9]([N:11]2[C:15]3[CH:16]=[C:17]([OH:21])[C:18]([OH:20])=[CH:19][C:14]=3[N:13]=[CH:12]2)=[N:8][C:7]=1[C:22]1[CH:27]=[CH:26][CH:25]=[CH:24][CH:23]=1)=[O:5])C.[CH3:28][O:29][CH2:30][CH2:31]Br.[C:33](=[O:36])([O-])[O-].[K+].[K+].O.CN1CC[CH2:43][C:42]1=O>>[CH3:28][O:29][CH2:30][CH2:31][O:20][C:18]1[C:17]([O:21][CH2:42][CH2:43][O:36][CH3:33])=[CH:16][C:15]2[N:11]([C:9]3[S:10][C:6]([C:4]([OH:3])=[O:5])=[C:7]([C:22]4[CH:27]=[CH:26][CH:25]=[CH:24][CH:23]=4)[N:8]=3)[CH:12]=[N:13][C:14]=2[CH:19]=1 |f:2.3.4|. Procedure details: A mixture of 2-(5,6-dihydroxy-benzoimidazol-1-yl)-4-phenyl-thiazole-5-carboxylic acid ethyl ester (118.8 mg, 0.31 mmol, intermediate for Example 39), bromoethyl methyl ether (0.1 ml) and potassium carbonate (200 mg) in N-methylpyrrolidone (2 ml) was stirred at RT overnight and 80° C. for 4 hr. Water was added, and the mixture was extracted with ethyl acetate. After removal of solvent, the residue was diluted with methanol (3 ml) and sodium hydroxide solution (1N, 1.5 ml) was added. The mixture w... The reactants are ClCC(=O)NNC(=O)C1=CN(C2=C(C=CC=C12)OC)CC1CCCCC1 (1-cyclohexylmethyl-7-methoxy-1H-indole-3-carboxylic acid N′-(2-chloroacetyl)hydrazide), [OH-].COC(=O)NS(=O)(=O)[N+](CC)(CC)CC ((methoxycarbonylsulfamoyl)triethylammonium hydroxide), salt. Solvent: O1CCCC1 (tetrahydrofuran). The product is ClCC1=NN=C(O1)C1=CN(C2=C(C=CC=C12)OC)CC1CCCCC1 (3-(5-chloromethyl-[1,3,4]oxadiazol-2-yl)-1-cyclohexylmethyl-7-methoxy-1H-indole). Isolated yield 71.0%. As a reaction SMILES: [Cl:1][CH2:2][C:3]([NH:5][NH:6][C:7]([C:9]1[C:17]2[C:12](=[C:13]([O:18][CH3:19])[CH:14]=[CH:15][CH:16]=2)[N:11]([CH2:20][CH:21]2[CH2:26][CH2:25][CH2:24][CH2:23][CH2:22]2)[CH:10]=1)=O)=[O:4].[OH-].COC(NS([N+](CC)(CC)CC)(=O)=O)=O>O1CCCC1>[Cl:1][CH2:2][C:3]1[O:4][C:7]([C:9]2[C:17]3[C:12](=[C:13]([O:18][CH3:19])[CH:14]=[CH:15][CH:16]=3)[N:11]([CH2:20][CH:21]3[CH2:26][CH2:25][CH2:24][CH2:23][CH2:22]3)[CH:10]=2)=[N:6][N:5]=1 |f:1.2|. Procedure: To a solution of 1-cyclohexylmethyl-7-methoxy-1H-indole-3-carboxylic acid N′-(2-chloroacetyl)hydrazide (250 mg, 0.662 mmol) in tetrahydrofuran (3 ml) was added (methoxycarbonylsulfamoyl)triethylammonium hydroxide, inner salt (315 mg, 1.32 mmol) and the resulting reaction mixture subjected to microwave irradiation at 150° C. for 15 minutes. The reaction mixture was quenched with methanol and the solvent evaporated. The resulting residue was purified by flash chromatography using 33-50% (v/v) ethy... The product is CC(=O)c1cnc2ccccn12. Reactants: [Al+3], CC(=O)OC(C)=O, ClC(Cl)Cl, [Cl-], [Cl-], [Cl-], [Na+], [OH-], O, c1ccn2ccnc2c1. Reaction SMILES: [Al+3:11].[CH3:14][C:15](=[O:16])[O:17][C:18](=[O:19])[CH3:20].[CH:23]([Cl:24])([Cl:25])[Cl:26].[Cl-:10].[Cl-:12].[Cl-:13].[Na+:22].[OH-:21].[OH2:27].[n:1]1[cH:2][cH:3][n:4]2[c:5]1[cH:6][cH:7][cH:8][cH:9]2>>[n:1]1[cH:2][c:3]([C:15]([CH3:14])=[O:16])[n:4]2[c:5]1[cH:6][cH:7][cH:8][cH:9]2. The reactants are ClC=1C(N(C(=CC1O)C)C1=CC(=NC=C1C)C1=NC(=NC=C1)C(C)(C)O)=O (3-chloro-4-hydroxy-2′-(2-(2-hydroxypropan-2-yl)pyrimidin-4-yl)-5′,6-dimethyl-2H-[1,4′-bipyridin]-2-one), BrCC1=C(C(=C(C=C1)F)C)F (1-(bromomethyl)-2,4-difluoro-3-methylbenzene), C([O-])([O-])=O.[K+].[K+] (potassium carbonate), C(C)(=O)OCC.CCCCCCC (ethyl acetate heptane). Reagents/catalysts: C1COCCOCCOCCOCCOCCO1 (18-crown-6). Run in CN(C=O)C (N,N-dimethylformamide). Run at time 18 hour. The product is ClC=1C(N(C(=CC1OCC1=C(C(=C(C=C1)F)C)F)C)C1=CC(=NC=C1C)C1=NC(=NC=C1)C(C)(C)O)=O (3-chloro-4-((2,4-difluoro-3-methylbenzyl)oxy)-2′-(2-(2-hydroxypropan-2-yl)pyrimidin-4-yl)-5′,6-dimethyl-2H-[1,4′-bipyridin]-2-one). Yield: 60.5%. Reaction SMILES: [Cl:1][C:2]1[C:3](=[O:27])[N:4]([C:10]2[C:15]([CH3:16])=[CH:14][N:13]=[C:12]([C:17]3[CH:22]=[CH:21][N:20]=[C:19]([C:23]([OH:26])([CH3:25])[CH3:24])[N:18]=3)[CH:11]=2)[C:5]([CH3:9])=[CH:6][C:7]=1[OH:8].Br[CH2:29][C:30]1[CH:35]=[CH:34][C:33]([F:36])=[C:32]([CH3:37])[C:31]=1[F:38].C(=O)([O-])[O-].[K+].[K+].C(OCC)(=O)C.CCCCCCC>CN(C)C=O.C1OCCOCCOCCOCCOCCOC1>[Cl:1][C:2]1[C:3](=[O:27])[N:4]([C:10]2[C:15]([CH3:16])=[CH:14][N:13]=[C:12]([C:17]3[CH:22]=[CH:21][N:20]=[C:19]([C:23]([OH:26])([CH3:24])[CH3:25])[N:18]=3)[CH:11]=2)[C:5]([CH3:9])=[CH:6][C:7]=1[O:8][CH2:29][C:30]1[CH:35]=[CH:34][C:33]([F:36])=[C:32]([CH3:37])[C:31]=1[F:38] |f:2.3.4,5.6|. Reported procedure: To a solution of 3-chloro-4-hydroxy-2′-(2-(2-hydroxypropan-2-yl)pyrimidin-4-yl)-5′,6-dimethyl-2H-[1,4′-bipyridin]-2-one (386 mg, 1.0 mmol) in N,N-dimethylformamide (1.7 mL) was added 1-(bromomethyl)-2,4-difluoro-3-methylbenzene (243 mg, 1.1 mmol), potassium carbonate (0.35 g, 2.52 mmol) and 18-crown-6 (7 mg). The slurry was stirred at ambient temperature for 18 hours. The reaction was partitioned between ethyl acetate and water. The organic layer was washed with water and brine and dried over ma... Reactants: ClC(Cl)(Cl)Cl, C=C(C)C1C(C(C)OC(=O)OCc2ccccc2)C(=O)N1C(Cc1ccc(OC)cc1)Cc1ccc(OC)cc1, CCOC(C)=O, Cl, [Na+], [Na+], O, O=S([O-])([O-])=S. Product: C=C(CCl)C1C(C(C)OC(=O)OCc2ccccc2)C(=O)N1C(Cc1ccc(OC)cc1)Cc1ccc(OC)cc1. RXN SMILES: [C:50]([Cl:51])([Cl:52])([Cl:53])[Cl:54].[CH3:1][C:2](=[CH2:3])[CH:4]1[CH:5]([CH:28]([CH3:29])[O:30][C:31](=[O:32])[O:33][CH2:34][c:35]2[cH:36][cH:37][cH:38][cH:39][cH:40]2)[C:6](=[O:27])[N:7]1[CH:8]([CH2:9][c:10]1[cH:11][cH:12][c:13]([O:16][CH3:17])[cH:14][cH:15]1)[CH2:18][c:19]1[cH:20][cH:21][c:22]([O:25][CH3:26])[cH:23][cH:24]1.[CH3:55][CH2:56][O:57][C:58](=[O:59])[CH3:60].[Cl:41].[Na+:48].[Na+:49].[OH2:42].[S:43]([O-:44])([O-:45])(=[O:46])=[S:47]>>[CH2:1]=[C:2]([CH2:3][Cl:51])[CH:4]1[CH:5]([CH:28]([CH3:29])[O:30][C:31](=[O:32])[O:33][CH2:34][c:35]2[cH:36][cH:37][cH:38][cH:39][cH:40]2)[C:6](=[O:27])[N:7]1[CH:8]([CH2:9][c:10]1[cH:11][cH:12][c:13]([O:16][CH3:17])[cH:14][cH:15]1)[CH2:18][c:19]1[cH:20][cH:21][c:22]([O:25][CH3:26])[cH:23][cH:24]1.